Dataset: the Open Reaction Database (ORD), a public repository of structured organic reaction records. Task: describe an organic reaction: reactants, conditions, products, and yield Starting materials: C(C)(=N)NNC(=O)OC(C)(C)C (tert-Butyl 2-ethanimidoylhydrazinecarboxylate), BrCC(=O)C=1C=NN(C1Br)C (2-bromo-1-(5-bromo-1-methyl-1H-pyrazol-4-yl)ethanone), C(C)(C)N(C(C)C)CC (N,N-diisopropylethylamine). The solvent is CC1OCCC1 (2-methyltetrahydrofuran), COCCOC (1,2-dimethoxyethane). Run at time 2.5 hour. Product: C(C)(C)(C)OC(NN1C(=NC(=C1)C=1C=NN(C1Br)C)C)=O (tert-butyl[4-(5-bromo-1-methyl-1H-pyrazol-4-yl)-2-methyl-1H-imidazol-1-yl]carbamate). Reaction SMILES: [C:1]([NH:4][NH:5][C:6]([O:8][C:9]([CH3:12])([CH3:11])[CH3:10])=[O:7])(=[NH:3])[CH3:2].Br[CH2:14][C:15]([C:17]1[CH:18]=[N:19][N:20]([CH3:23])[C:21]=1[Br:22])=O.C(N(CC)C(C)C)(C)C>CC1CCCO1.COCCOC>[C:9]([O:8][C:6](=[O:7])[NH:5][N:4]1[CH:14]=[C:15]([C:17]2[CH:18]=[N:19][N:20]([CH3:23])[C:21]=2[Br:22])[N:3]=[C:1]1[CH3:2])([CH3:12])([CH3:11])[CH3:10]. Procedure: tert-Butyl 2-ethanimidoylhydrazinecarboxylate (5.9 g, 34 mmol), 2-bromo-1-(5-bromo-1-methyl-1H-pyrazol-4-yl)ethanone (from the previous step, 8.00 g, approximately 24 mmol) and N,N-diisopropylethylamine (10.9 mL, 62.6 mmol) were heated to reflux in a mixture of 2-methyltetrahydrofuran (200 mL) and 1,2-dimethoxyethane (50 mL). After 2.5 hours, the reaction was cooled and washed with 50% saturated aqueous sodium chloride solution (75 mL). The aqueous layer was extracted with 2-methyltetrahydrofura... Starting materials: C(C)N1C(C2CCCC2C1)CNC(C1=C(C=C(C(=C1)Cl)NC(C)=O)OC)=O (N-ethyl-2-(2-methoxy-4-acetylamino-5-chloro benzamido methyl)-3-azabicyclo (3,3,0) octane), 17.7, solution, [OH-].[Na+] (sodium hydroxide). Solvent: C(C)O (ethanol). The product is C(C)N1C(C2CCCC2C1)CNC(C1=C(C=C(C(=C1)Cl)N)OC)=O (N-ethyl-2-(2-methoxy-4-amino-5-chloro benzamido methyl)-3-azabicyclo (3,3,0) octane). RXN SMILES: [CH2:1]([N:3]1[CH2:10][CH:9]2[CH:5]([CH2:6][CH2:7][CH2:8]2)[CH:4]1[CH2:11][NH:12][C:13](=[O:27])[C:14]1[CH:19]=[C:18]([Cl:20])[C:17]([NH:21]C(=O)C)=[CH:16][C:15]=1[O:25][CH3:26])[CH3:2].[OH-].[Na+]>C(O)C>[CH2:1]([N:3]1[CH2:10][CH:9]2[CH:5]([CH2:6][CH2:7][CH2:8]2)[CH:4]1[CH2:11][NH:12][C:13](=[O:27])[C:14]1[CH:19]=[C:18]([Cl:20])[C:17]([NH2:21])=[CH:16][C:15]=1[O:25][CH3:26])[CH3:2] |f:1.2|. Procedure details: 7 parts of N-ethyl-2-(2-methoxy-4-acetylamino-5-chloro benzamido methyl)-3-azabicyclo (3,3,0) octane were heated for 30 minutes in the presence of 17.7 parts of a 2N solution of sodium hydroxide and 15 parts of ethanol. After cooling, the precipitate was filtered and recrystallized in 40 parts of acetonitrile. There were obtained 5 parts of N-ethyl-2-(2-methoxy-4-amino-5-chloro benzamido methyl)-3-azabicyclo (3,3,0) octane, M.P. 128°-129° C. The reactants are O=C(Cl)c1ccccc1, CC#N, CCN(C(C)C)C(C)C, Cl, Cc1nc2cccc(CN)c2c(=O)n1C1CCC(=O)NC1=O. Yields the product Cc1nc2cccc(CNC(=O)c3ccccc3)c2c(=O)n1C1CCC(=O)NC1=O. Reaction SMILES: [C:24]([c:25]1[cH:26][cH:27][cH:28][cH:29][cH:30]1)(=[O:31])[Cl:32].[CH3:42][C:43]#[N:44].[CH:33]([N:34]([CH2:35][CH3:36])[CH:37]([CH3:38])[CH3:39])([CH3:40])[CH3:41].[ClH:1].[NH2:2][CH2:3][c:4]1[c:5]2[c:6](=[O:23])[n:7]([CH:15]3[C:16](=[O:22])[NH:17][C:18](=[O:21])[CH2:19][CH2:20]3)[c:8]([CH3:14])[n:9][c:10]2[cH:11][cH:12][cH:13]1>>[NH:2]([CH2:3][c:4]1[c:5]2[c:6](=[O:23])[n:7]([CH:15]3[C:16](=[O:22])[NH:17][C:18](=[O:21])[CH2:19][CH2:20]3)[c:8]([CH3:14])[n:9][c:10]2[cH:11][cH:12][cH:13]1)[C:24]([c:25]1[cH:26][cH:27][cH:28][cH:29][cH:30]1)=[O:31]. The reactants are COC(C(C(C(F)(F)F)(F)F)(F)F)=O (methylheptafluorobutyrate). Run in O (water). The product is O.COC(C(C(C(F)(F)F)(F)F)(F)F)=O (water methylheptafluorobutyrate). As a reaction SMILES: [CH3:1][O:2][C:3](=[O:14])[C:4]([F:13])([F:12])[C:5]([F:11])([F:10])[C:6]([F:9])([F:8])[F:7]>O>[OH2:2].[CH3:1][O:2][C:3](=[O:14])[C:4]([F:12])([F:13])[C:5]([F:10])([F:11])[C:6]([F:8])([F:7])[F:9] |f:2.3|. Procedure: Where desired, a mixture of water and methylheptafluorobutyrate can be distilled to produce an overhead water/methylheptafluorobutyrate azeotrope. This can be condensed and sufficiently highly cooled to cause phase separation into a light, predominantly aqueous liquid phase and a heavy, predominantly organic liquid phase, and the heavy phase then can be returned to the distillation pot until the water content of the original mixture is substantially exhausted. Temperatures at which the condensat... Starting materials: C(C)[Mg]Br (ethyl magnesium bromide), ClC1=CC=C(C(=O)C2=CC=C(C=C2)O)C=C1 (4-chloro-4'-hydroxy-benzophenone), [Mg] (magnesium), C(C)Br (ethyl bromide), [Cl-].[NH4+] (ammonium chloride). Run in CCOCC (ether), CCOCC (ether), ice water. Reaction conditions: temperature -10 celsius. Yields the product ClC1=CC=C(C(C2=CC=C(C=C2)O)(O)CC)C=C1 (4-Chloro-4'-hydroxy-α-ethyl-benzhydrol). As a reaction SMILES: [CH2:1]([Mg]Br)[CH3:2].[Mg].C(Br)C.[Cl:9][C:10]1[CH:24]=[CH:23][C:13]([C:14]([C:16]2[CH:21]=[CH:20][C:19]([OH:22])=[CH:18][CH:17]=2)=[O:15])=[CH:12][CH:11]=1.[Cl-].[NH4+]>CCOCC>[Cl:9][C:10]1[CH:24]=[CH:23][C:13]([C:14]([CH2:1][CH3:2])([OH:15])[C:16]2[CH:21]=[CH:20][C:19]([OH:22])=[CH:18][CH:17]=2)=[CH:12][CH:11]=1 |f:4.5|. Procedure details: To a solution of ethyl magnesium bromide prepared from 3.9 g. of magnesium turnings and 17.4 g. of ethyl bromide in 50 ml. of dry ether a solution of 9.3 g. of 4-chloro-4'-hydroxy-benzophenone in 40 ml. of dry ether is added dropwise, with stirring at -10° C., in nitrogen atmosphere. The reaction mixture is allowed to warm up to room temperature, stirred at this temperature for an additional half an hour, and is then poured onto a solution of ammonium chloride in ice water under cooling. The aqu...